This data is from the Open Reaction Database (ORD), a public repository of structured organic reaction records. The task is: describe an organic reaction: reactants, conditions, products, and yield The reactants are N#CC1CCCN1C(=O)CBr, CC12CCC(N)(CC1)CC2. The product is CC12CCC(NCC(=O)N3CCCC3C#N)(CC1)CC2. As a reaction SMILES: [Br:11][CH2:12][C:13](=[O:14])[N:15]1[CH:16]([C:20]#[N:21])[CH2:17][CH2:18][CH2:19]1.[NH2:1][C:2]12[CH2:3][CH2:4][C:5]([CH3:10])([CH2:6][CH2:7]1)[CH2:8][CH2:9]2>>[NH:1]([C:2]12[CH2:3][CH2:4][C:5]([CH3:10])([CH2:6][CH2:7]1)[CH2:8][CH2:9]2)[CH2:12][C:13](=[O:14])[N:15]1[CH:16]([C:20]#[N:21])[CH2:17][CH2:18][CH2:19]1. Reactants: [Li+], CCOC(=O)COc1cccc(CN2C(=O)C3(COc4cc5c(cc43)CCO5)c3ccccc32)c1, C1CCOC1, [OH-], O, O. The product is O=C(O)COc1cccc(CN2C(=O)C3(COc4cc5c(cc43)CCO5)c3ccccc32)c1. RXN SMILES: [Li+:38].[O:1]=[C:2]1[N:3]([CH2:22][c:23]2[cH:24][c:25]([O:26][CH2:27][C:28](=[O:29])[O:30][CH2:31][CH3:32])[cH:33][cH:34][cH:35]2)[c:4]2[cH:5][cH:6][cH:7][cH:8][c:9]2[C:10]12[c:11]1[c:12]([cH:15][c:16]3[c:20]([cH:21]1)[CH2:19][CH2:18][O:17]3)[O:13][CH2:14]2.[O:39]1[CH2:40][CH2:41][CH2:42][CH2:43]1.[OH-:37].[OH2:36].[OH2:44]>>[O:1]=[C:2]1[N:3]([CH2:22][c:23]2[cH:24][c:25]([O:26][CH2:27][C:28](=[O:29])[OH:30])[cH:33][cH:34][cH:35]2)[c:4]2[cH:5][cH:6][cH:7][cH:8][c:9]2[C:10]12[c:11]1[c:12]([cH:15][c:16]3[c:20]([cH:21]1)[CH2:19][CH2:18][O:17]3)[O:13][CH2:14]2. The reactants are C(C1=CC=CC=C1)(=O)OCCCCOCN1C(=O)NC(=O)C(=C1CC1=CC(=CC(=C1)C)C)CC (1-(4-benzoyloxybutyloxymethyl)-6-(3,5-dimethylbenzyl)-5-ethyluracil), [OH-].[Na+] (sodium hydroxide). Procedure details: 1-(4-benzoyloxybutyloxymethyl)-6-(3,5-dimethylbenzyl)-5-ethyluracil (500 mg, 1.08 mmol) was added to a solution of sodium hydroxide (360 mg, 9 mmol) in methanol (50 ml) and the mixture was stirred at 20° C. for 3 h. After neutralization (concentrated hydrochloric acid) and concentration, the residue was subjected to a flash column chromatography (dichloromethane/methanol 19:1) which gave the 6-(3,5-dimethyl benzyl)-5-ethyl-1-(4-hydroxybutyloxymethyl)uracil (190 mg, 48%) in the form of a white so... Isolated yield 48.8%. Reaction SMILES: C([O:9][CH2:10][CH2:11][CH2:12][CH2:13][O:14][CH2:15][N:16]1[C:23]([CH2:24][C:25]2[CH:30]=[C:29]([CH3:31])[CH:28]=[C:27]([CH3:32])[CH:26]=2)=[C:22]([CH2:33][CH3:34])[C:20](=[O:21])[NH:19][C:17]1=[O:18])(=O)C1C=CC=CC=1.[OH-].[Na+]>CO>[CH3:32][C:27]1[CH:26]=[C:25]([CH:30]=[C:29]([CH3:31])[CH:28]=1)[CH2:24][C:23]1[N:16]([CH2:15][O:14][CH2:13][CH2:12][CH2:11][CH2:10][OH:9])[C:17](=[O:18])[NH:19][C:20](=[O:21])[C:22]=1[CH2:33][CH3:34] |f:1.2|. Product: CC=1C=C(CC2=C(C(NC(N2COCCCCO)=O)=O)CC)C=C(C1)C (6-(3,5-dimethyl benzyl)-5-ethyl-1-(4-hydroxybutyloxymethyl)uracil). Reaction conditions: temperature 20 celsius, time 3 hour. The solvent is CO (methanol). Reactants: CC(C)CCO, Clc1nc2ccccc2[nH]1, CN(C(=O)OC(C)(C)C)C1CCNCC1. Yields the product CN(C(=O)OC(C)(C)C)C1CCN(c2nc3ccccc3[nH]2)CC1. Reaction SMILES: [CH3:26][CH:27]([CH3:28])[CH2:29][CH2:30][OH:31].[Cl:16][c:17]1[n:18][c:19]2[c:20]([nH:21]1)[cH:22][cH:23][cH:24][cH:25]2.[NH:1]1[CH2:2][CH2:3][CH:4]([N:7]([C:8]([O:9][C:10]([CH3:11])([CH3:12])[CH3:13])=[O:14])[CH3:15])[CH2:5][CH2:6]1>>[N:1]1([c:17]2[nH:18][c:19]3[c:20]([n:21]2)[cH:22][cH:23][cH:24][cH:25]3)[CH2:2][CH2:3][CH:4]([N:7]([C:8]([O:9][C:10]([CH3:11])([CH3:12])[CH3:13])=[O:14])[CH3:15])[CH2:5][CH2:6]1.